Task: describe an organic reaction: reactants, conditions, products, and yield. Dataset: the Open Reaction Database (ORD), a public repository of structured organic reaction records The reactants are crude compound, ClC1=NC=2N([C@@H](C(NC2C=N1)=O)CC)C(C)C ((7R)-2-chloro-7-ethyl-8-isopropyl-5,7-dihydropteridin-6-one), C1(=CC=C(C=C1)S(=O)(=O)OC)C (methyl p-toluenesulfonate), C([O-])([O-])=O.[K+].[K+] (potassium carbonate). Solvent: CC(=O)C (acetone). The product is ClC1=NC=2N([C@@H](C(N(C2C=N1)C)=O)CC)C(C)C ((7R)-2-chloro-7-ethyl-8-isopropyl-5-methyl-7H-pteridin-6-one). Isolated yield 84.6%. RXN SMILES: [Cl:1][C:2]1[N:11]=[CH:10][C:9]2[NH:8][C:7](=[O:12])[C@@H:6]([CH2:13][CH3:14])[N:5]([CH:15]([CH3:17])[CH3:16])[C:4]=2[N:3]=1.[C:18]1(C)C=CC(S(OC)(=O)=O)=CC=1.C(=O)([O-])[O-].[K+].[K+]>CC(C)=O>[Cl:1][C:2]1[N:11]=[CH:10][C:9]2[N:8]([CH3:18])[C:7](=[O:12])[C@@H:6]([CH2:13][CH3:14])[N:5]([CH:15]([CH3:16])[CH3:17])[C:4]=2[N:3]=1 |f:2.3.4|. Procedure details: The crude compound (7R)-2-chloro-7-ethyl-8-isopropyl-5,7-dihydropteridin-6-one 22c (12.10 g, 47.50 mmol) was dissolved in 180 mL of acetone followed by the addition of methyl p-toluenesulfonate (13.28 g, 71.30 mmol) and potassium carbonate (13.11 g, 95 mmol). The reaction solution was heated to reflux for 3 hours with stirring and filtered. The filtrate was concentrated under reduced pressure, added with 100 mL of water and extracted with dichloromethane (100 mL×3). The combined organic phase wa...